From a dataset of the Open Reaction Database (ORD), a public repository of structured organic reaction records. describe an organic reaction: reactants, conditions, products, and yield The reactants are CC(=O)O, COC(=O)c1ccc(C(=O)OC)c(N)c1, N#CO[K], N#C[O-], O. The product is COC(=O)c1ccc(C(=O)OC)c(NC(N)=O)c1. RXN SMILES: [C:16]([OH:17])(=[O:18])[CH3:19].[CH3:1][O:2][C:3]([c:4]1[c:5]([NH2:14])[cH:6][c:7]([C:8](=[O:9])[O:10][CH3:11])[cH:12][cH:13]1)=[O:15].[K:20][O:21][C:22]#[N:23].[O-:24][C:25]#[N:26].[OH2:27]>>[CH3:1][O:2][C:3]([c:4]1[c:5]([NH:14][C:22](=[O:21])[NH2:23])[cH:6][c:7]([C:8](=[O:9])[O:10][CH3:11])[cH:12][cH:13]1)=[O:15]. Starting materials: C(C)(C)(C)C1=NN=C(O1)[C@H]1O[C@H]([C@H]2[C@H]1OC(O2)(C)C)N2C1=NC=NC(=C1N=C2)NC2=C(C=C(C=C2)Cl)F (9-{(3aR,4R,6S,6aR)-6-[5-(tert-butyl)-1,3,4-oxadiazol-2-yl]-2,2-dimethyltetrahydrofuro[3,4-d][1,3]dioxol-4-yl}-N-(4-chloro-2-fluorophenyl)-9H-purin-6-amine), ice, O (water). The solvent is FC(C(=O)O)(F)F (trifluoroacetic acid). Run at time 17 hour. The product is C(C)(C)(C)C1=NN=C(O1)[C@H]1O[C@H]([C@@H]([C@@H]1O)O)N1C2=NC=NC(=C2N=C1)NC1=C(C=C(C=C1)Cl)F ((2S,3S,4R,5R)-2-(5-tert-Butyl-[1,3,4]oxadiazol-2-yl)-5-[6-(4-chloro-2-fluoro-phenylamino)-purin-9-yl]-tetrahydro-furan-3,4-diol), solid. As a reaction SMILES: [C:1]([C:5]1[O:9][C:8]([C@@H:10]2[C@@H:14]3[O:15]C(C)(C)[O:17][C@H:13]3[C@H:12]([N:20]3[CH:28]=[N:27][C:26]4[C:21]3=[N:22][CH:23]=[N:24][C:25]=4[NH:29][C:30]3[CH:35]=[CH:34][C:33]([Cl:36])=[CH:32][C:31]=3[F:37])[O:11]2)=[N:7][N:6]=1)([CH3:4])([CH3:3])[CH3:2].O>FC(F)(F)C(O)=O>[C:1]([C:5]1[O:9][C:8]([C@@H:10]2[C@@H:14]([OH:15])[C@@H:13]([OH:17])[C@H:12]([N:20]3[CH:28]=[N:27][C:26]4[C:21]3=[N:22][CH:23]=[N:24][C:25]=4[NH:29][C:30]3[CH:35]=[CH:34][C:33]([Cl:36])=[CH:32][C:31]=3[F:37])[O:11]2)=[N:7][N:6]=1)([CH3:4])([CH3:2])[CH3:3]. Reported procedure: 9-{(3aR,4R,6S,6aR)-6-[5-(tert-butyl)-1,3,4-oxadiazol-2-yl]-2,2-dimethyltetrahydrofuro[3,4-d][1,3]dioxol-4-yl}-N-(4-chloro-2-fluorophenyl)-9H-purin-6-amine (2.35 g) was dissolved in trifluoroacetic acid (20 ml) and water (2 ml) with ice bath cooling, and the mixture allowed to stand at 4° C. for 17 h. The mixture was poured slowly into ice cold saturated aqueous sodium bicarbonate (400 ml) and extracted with ethyl acetate (3×200 ml). The organic layers were washed with brine, dried (MgSO4) and ev... Starting materials: NCCCCN1C(=NC=2C(=NC=3C=CC=CC3C21)N)C (1-(4-aminobutyl)-2-methyl-1H-imidazo[4,5-c]quinolin-4-amine), C1(CCCCC1)C(=O)Cl (cyclohexanecarbonyl chloride). Yields the product NC1=NC=2C=CC=CC2C2=C1N=C(N2CCCCNC(=O)C2CCCCC2)C (N-[4-(4-amino-2-methyl-1H-imidazo[4,5-c]quinolin-1-yl)butyl]cyclohexanecarboxamide). Isolated yield 76.2%. Reaction SMILES: [NH2:1][CH2:2][CH2:3][CH2:4][CH2:5][N:6]1[C:18]2[C:17]3[CH:16]=[CH:15][CH:14]=[CH:13][C:12]=3[N:11]=[C:10]([NH2:19])[C:9]=2[N:8]=[C:7]1[CH3:20].[CH:21]1([C:27](Cl)=[O:28])[CH2:26][CH2:25][CH2:24][CH2:23][CH2:22]1>>[NH2:19][C:10]1[C:9]2[N:8]=[C:7]([CH3:20])[N:6]([CH2:5][CH2:4][CH2:3][CH2:2][NH:1][C:27]([CH:21]3[CH2:26][CH2:25][CH2:24][CH2:23][CH2:22]3)=[O:28])[C:18]=2[C:17]2[CH:16]=[CH:15][CH:14]=[CH:13][C:12]=2[N:11]=1. Procedure: Using the general method of Example 197, 1-(4-aminobutyl)-2-methyl-1H-imidazo[4,5-c]quinolin-4-amine (1.00 g, 3.7 mmol) was reacted with cyclohexanecarbonyl chloride (0.55 mL, 4.1 mmol) to provide 1.07 g of N-[4-(4-amino-2-methyl-1H-imidazo[4,5-c]quinolin-1-yl)butyl]cyclohexanecarboxamide as an off white solid, m.p. 191.6-192.6° C. Analysis: Calculated for C22H29N5O.0.25 H2O: % C, 68.81; % H, 7.74; % N, 18.24. Found: % C, 68.85; % H, 7.75; % N, 17.95. Starting materials: C(C=C)N(CCCCOC=1C=C2C=C(NC2=CC1)C)C (Allyl-methyl-[4-(2-methyl-1H-indol-5-yloxy)-butyl]-amine), BrC1=CC=C(C=C1)F (1-bromo-4-fluorbenzene). Yields the product C(C=C)N(C)CCCCOC=1C=C2C=C(N(C2=CC1)C1=CC=C(C=C1)Br)C (Allyl-{4-[1-(4-bromo-phenyl)-2-methyl-1H-indol-5-yloxy]-butyl}-methyl-amine). Reaction SMILES: [CH2:1]([N:4]([CH3:20])[CH2:5][CH2:6][CH2:7][CH2:8][O:9][C:10]1[CH:11]=[C:12]2[C:16](=[CH:17][CH:18]=1)[NH:15][C:14]([CH3:19])=[CH:13]2)[CH:2]=[CH2:3].[Br:21][C:22]1[CH:27]=[CH:26][C:25](F)=[CH:24][CH:23]=1>>[CH2:1]([N:4]([CH2:5][CH2:6][CH2:7][CH2:8][O:9][C:10]1[CH:11]=[C:12]2[C:16](=[CH:17][CH:18]=1)[N:15]([C:25]1[CH:26]=[CH:27][C:22]([Br:21])=[CH:23][CH:24]=1)[C:14]([CH3:19])=[CH:13]2)[CH3:20])[CH:2]=[CH2:3]. Procedure details: In analogy to example 9.1, Allyl-methyl-[4-(2-methyl-1H-indol-5-yloxy)-butyl]-amine and 1-bromo-4-fluorbenzene were converted to yield Allyl-{4-[1-(4-bromo-phenyl)-2-methyl-1H-indol-5-yloxy]-butyl}-methyl-amine as orange viscous oil, MS: 426 (M, 1Br). The reactants are O (Water), BrC1=CC(=C(C=C1C)N(CCCCC(=O)O)CC1=CC=C(C=C1)OC)C=O (5-((4-bromo-2-formyl-5-methylphenyl)(4-methoxybenzyl)amino)pentanoic acid), C([O-])([O-])=O.[K+].[K+] (potassium carbonate), IC (iodomethane). The solvent is CN(C)C=O (DMF). Run at time 2 hour. The product is BrC1=CC(=C(C=C1C)N(CCCCC(=O)OC)CC1=CC=C(C=C1)OC)C=O (methyl 5-((4-bromo-2-formyl-5-methylphenyl)(4-methoxybenzyl)amino)pentanoate). Yield: 96.9%. As a reaction SMILES: [Br:1][C:2]1[C:7]([CH3:8])=[CH:6][C:5]([N:9]([CH2:17][C:18]2[CH:23]=[CH:22][C:21]([O:24][CH3:25])=[CH:20][CH:19]=2)[CH2:10][CH2:11][CH2:12][CH2:13][C:14]([OH:16])=[O:15])=[C:4]([CH:26]=[O:27])[CH:3]=1.[C:28](=O)([O-])[O-].[K+].[K+].IC.O>CN(C=O)C>[Br:1][C:2]1[C:7]([CH3:8])=[CH:6][C:5]([N:9]([CH2:17][C:18]2[CH:23]=[CH:22][C:21]([O:24][CH3:25])=[CH:20][CH:19]=2)[CH2:10][CH2:11][CH2:12][CH2:13][C:14]([O:16][CH3:28])=[O:15])=[C:4]([CH:26]=[O:27])[CH:3]=1 |f:1.2.3|. Procedure: To a solution of 5-((4-bromo-2-formyl-5-methylphenyl)(4-methoxybenzyl)amino)pentanoic acid (3.5 g) and potassium carbonate (1.34 g) DMF in (30 ml) was added dropwise a solution of iodomethane (1.6 g) in DMF (10 ml) under nitrogen atmosphere at 0° C. After returning to room temperature, the reaction mixture was stirred for 2 hours. Water was added and the mixture was extracted with ethyl acetate. The organic layer was washed with water five times and with saturated brine once, and dried with magn... Starting materials: [N-]=[N+]=NC1CN(C(c2ccccc2)c2ccccc2)C1, O, c1ccc(P(c2ccccc2)c2ccccc2)cc1. Yields the product NC1CN(C(c2ccccc2)c2ccccc2)C1. RXN SMILES: [N:1](=[N+:2]=[N-:3])[CH:4]1[CH2:5][N:6]([CH:8]([c:9]2[cH:10][cH:11][cH:12][cH:13][cH:14]2)[c:15]2[cH:16][cH:17][cH:18][cH:19][cH:20]2)[CH2:7]1.[OH2:40].[c:21]1([P:22]([c:23]2[cH:24][cH:25][cH:26][cH:27][cH:28]2)[c:29]2[cH:30][cH:31][cH:32][cH:33][cH:34]2)[cH:35][cH:36][cH:37][cH:38][cH:39]1>>[NH2:1][CH:4]1[CH2:5][N:6]([CH:8]([c:9]2[cH:10][cH:11][cH:12][cH:13][cH:14]2)[c:15]2[cH:16][cH:17][cH:18][cH:19][cH:20]2)[CH2:7]1. The reactants are Cl.BrC1=NC=C(C(=O)O)C=C1 (6-bromonicotinic acid hydrochloride), Cl.COC1=CC=C(C=N1)B(O)O (6-methoxypyridin-3-ylboronic acid hydrochloride), C([O-])([O-])=O.[Na+].[Na+] (sodium carbonate). Product: COC1=CC=C(C=N1)C1=NC=C(C=C1)C(=O)O (6′-Methoxy[2,3′]bipyridinyl-5-carboxylic acid). RXN SMILES: Cl.Br[C:3]1[CH:11]=[CH:10][C:6]([C:7]([OH:9])=[O:8])=[CH:5][N:4]=1.Cl.[CH3:13][O:14][C:15]1[N:20]=[CH:19][C:18](B(O)O)=[CH:17][CH:16]=1.C(=O)([O-])[O-].[Na+].[Na+]>>[CH3:13][O:14][C:15]1[N:20]=[CH:19][C:18]([C:3]2[CH:11]=[CH:10][C:6]([C:7]([OH:9])=[O:8])=[CH:5][N:4]=2)=[CH:17][CH:16]=1 |f:0.1,2.3,4.5.6|. Procedure details: The title compound is prepared as described in EXAMPLE 31, Part I, but with 6-bromonicotinic acid hydrochloride and 6-methoxypyridin-3-ylboronic acid hydrochloride as starting materials, and 10 molar equivalents of 0.4M aqueous sodium carbonate. 1H NMR (DMSO) δ 13.40 (br s, 1H), 9.10 (d, 1H), 8.95 (d, 1H), 8.43 (dd, 1H), 8.28 (dd, 1H), 8.09 (d, 1H), 6.95 (d, 1H), 3.91 (s, 3H). ESI MS (M+1)+: 231. Starting materials: [OH-].[Na+] (NaOH), BrC1=CC=C(CN2C(=C(C3=CC(=CC=C23)OC)C(CC(=O)OCC)C(F)(F)F)C)C=C1 (Ethyl 3-[1-(p-bromobenzyl)-5-methoxy-2-methylindol-3-yl]-4,4,4-trifluorobutanoat), CCOCC.CCCCCC (ether hexane). The solvent is CCO (EtOH). Yields the product BrC1=CC=C(CN2C(=C(C3=CC(=CC=C23)OC)C(CC(=O)O)C(F)(F)F)C)C=C1 (3-[1-(p-bromobenzyl)-5-methoxy-2-methylindol-3-yl]-4,4,4-trifluorobutanoic acid). The yield is 92.5%. As a reaction SMILES: [Br:1][C:2]1[CH:31]=[CH:30][C:5]([CH2:6][N:7]2[C:15]3[C:10](=[CH:11][C:12]([O:16][CH3:17])=[CH:13][CH:14]=3)[C:9]([CH:18]([C:25]([F:28])([F:27])[F:26])[CH2:19][C:20]([O:22]CC)=[O:21])=[C:8]2[CH3:29])=[CH:4][CH:3]=1.[OH-].[Na+].CCOCC.CCCCCC>CCO>[Br:1][C:2]1[CH:3]=[CH:4][C:5]([CH2:6][N:7]2[C:15]3[C:10](=[CH:11][C:12]([O:16][CH3:17])=[CH:13][CH:14]=3)[C:9]([CH:18]([C:25]([F:28])([F:26])[F:27])[CH2:19][C:20]([OH:22])=[O:21])=[C:8]2[CH3:29])=[CH:30][CH:31]=1 |f:1.2,3.4|. Procedure details: To a mixture of the ester from Step 4 (4.6 g, 9.2 mmol) in 45 mL of EtOH was added 10N NaOH (2.3 mL, 23 mmol) and the mixture was heated to reflux for 2 h. The mixture was cooled and concentrated and the residue was partitioned between ether and 1M HCl. The organic layer was dried over MgSO4 and evaporated to give a white solid. This material was swished with 10% ether/hexane to give 4.0 g of the title compound. Starting materials: CC1COCCN1, CCOC(C)=O, CCO, CCOCC, CCN(C(C)C)C(C)C, Cn1cnc2c(Cl)nc(Cl)nc21, CN(C)C=O. Yields the product CC1COCCN1c1nc(Cl)nc2c1ncn2C. RXN SMILES: [CH3:13][CH:14]1[CH2:15][O:16][CH2:17][CH2:18][NH:19]1.[CH3:29][CH2:30][O:31][C:32](=[O:33])[CH3:34].[CH3:35][CH2:36][OH:37].[CH3:43][CH2:44][O:45][CH2:46][CH3:47].[CH:20]([N:21]([CH2:22][CH3:23])[CH:24]([CH3:25])[CH3:26])([CH3:27])[CH3:28].[Cl:1][c:2]1[n:3][c:4]([Cl:12])[c:5]2[n:6][cH:7][n:8]([CH3:11])[c:9]2[n:10]1.[O:38]=[CH:39][N:40]([CH3:41])[CH3:42]>>[Cl:1][c:2]1[n:3][c:4]([N:19]2[CH:14]([CH3:13])[CH2:15][O:16][CH2:17][CH2:18]2)[c:5]2[n:6][cH:7][n:8]([CH3:11])[c:9]2[n:10]1.